Dataset: the Open Reaction Database (ORD), a public repository of structured organic reaction records. Task: describe an organic reaction: reactants, conditions, products, and yield The reactants are FC1=C(C(=O)C2=C(C=CC(=C2)Cl)NC(NC(=O)OCC)=O)C=CC=C1 (Ethyl 4(2-(o-fluorobenzoyl)-4-chlorophenyl)allophanate). Run in C(C)O (ethanol), aqueous solution, [OH-].[Na+] (caustic soda). Product: FC1=C(C=CC=C1)C1=NC(NC2=CC=C(C=C12)Cl)=O (4-(o-fluorophenyl)-6-chloro-2(1H)-quinazolinone). Yield: 93.0%. RXN SMILES: [F:1][C:2]1[CH:25]=[CH:24][CH:23]=[CH:22][C:3]=1[C:4]([C:6]1[CH:11]=[C:10]([Cl:12])[CH:9]=[CH:8][C:7]=1[NH:13][C:14](=[O:21])[NH:15]C(OCC)=O)=O>C(O)C.[OH-].[Na+]>[F:1][C:2]1[CH:25]=[CH:24][CH:23]=[CH:22][C:3]=1[C:4]1[C:6]2[C:7](=[CH:8][CH:9]=[C:10]([Cl:12])[CH:11]=2)[NH:13][C:14](=[O:21])[N:15]=1 |f:2.3|. Procedure: Ethyl 4(2-(o-fluorobenzoyl)-4-chlorophenyl)allophanate (0.2 g) was dissolved in a mixture of 6 ml of ethanol and 0.8 ml of a 20 % aqueous solution of caustic soda, and the resulting mixture was refluxed for 1 hour. After the ethanol was removed by distillation under reduced pressure, the obtained residue was acidified with concentrated hydrochloric acid and cooled overnight. Then the crystals were collected by filtration and dried to give 0.14 g of 4-(o-fluorophenyl)-6-chloro-2(1H)-quinazolinone... The reactants are C(C)OC(=O)C=1N=CC=2NC3=CC=CC(=C3C2C1COC)OCC1=CC=CC=C1 (5-benzyloxy-4-methoxymethyl-beta-carboline-3-carboxylic acid ethyl ester), CN(C)C1=NC=CC=C1 (dimethylaminopyridine), C(O)([O-])=O.[Na+] (sodium hydrogen carbonate), S(=O)(=O)(C1=CC=C(C)C=C1)Cl (tosyl chloride). Run in ClCCl (dichloromethane), C(C)N(CC)CC (triethylamine). Reaction conditions: temperature 0 celsius, time 2 hour. The product is C(C)OC(=O)C=1N=CC=2N(C3=CC=CC(=C3C2C1COC)OCC1=CC=CC=C1)S(=O)(=O)C1=CC=C(C)C=C1 (5-benzyloxy-4-methoxymethyl-9-tosyl-beta-carboline-3-carboxylic acid ethyl ester). The yield is 73.5%. Reaction SMILES: [CH2:1]([O:3][C:4]([C:6]1[N:7]=[CH:8][C:9]2[NH:10][C:11]3[C:16]([C:17]=2[C:18]=1[CH2:19][O:20][CH3:21])=[C:15]([O:22][CH2:23][C:24]1[CH:29]=[CH:28][CH:27]=[CH:26][CH:25]=1)[CH:14]=[CH:13][CH:12]=3)=[O:5])[CH3:2].CN(C1C=CC=CN=1)C.[S:39](Cl)([C:42]1[CH:48]=[CH:47][C:45]([CH3:46])=[CH:44][CH:43]=1)(=[O:41])=[O:40].C(=O)([O-])O.[Na+]>ClCCl.C(N(CC)CC)C>[CH2:1]([O:3][C:4]([C:6]1[N:7]=[CH:8][C:9]2[N:10]([S:39]([C:42]3[CH:48]=[CH:47][C:45]([CH3:46])=[CH:44][CH:43]=3)(=[O:41])=[O:40])[C:11]3[C:16]([C:17]=2[C:18]=1[CH2:19][O:20][CH3:21])=[C:15]([O:22][CH2:23][C:24]1[CH:29]=[CH:28][CH:27]=[CH:26][CH:25]=1)[CH:14]=[CH:13][CH:12]=3)=[O:5])[CH3:2] |f:3.4|. Procedure details: 3.9 g of 5-benzyloxy-4-methoxymethyl-beta-carboline-3-carboxylic acid ethyl ester is dissolved in 70 ml of dichloromethane with 1.84 ml of triethylamine and 0.54 g of dimethylaminopyridine. The solution is cooled to 0° C. and then mixed by portions with 2.54 g of tosyl chloride. After stirring for 2 hours at room temperature and standing overnight, it is shaken out three times with sodium hydrogen carbonate solution, the organic phase is concentrated and recrystallized from acetic acid. 4 g of 5... Starting materials: C(C=C)C1=CC=C2C(=N1)SC(=N2)COC=2C(=C(C(=O)N)C(=CC2)F)F (3-(5-Allyl-thiazolo[5,4-b]pyridin-2-ylmethoxy)-2,6-difluoro-benzamide). The reagents and catalysts are [Pd] (Pd—C). The solvent is CO (methanol). Reaction conditions: temperature 25 celsius, time 12 hour. The product is FC1=C(C(=O)N)C(=CC=C1OCC=1SC2=NC(=CC=C2N1)CCC)F (2,6-Difluoro-3-(5-propyl-thiazolo[5,4-b]pyridin-2-ylmethoxy)-benzamide). Yield: 43.8%. As a reaction SMILES: [CH2:1]([C:4]1[N:9]=[C:8]2[S:10][C:11]([CH2:13][O:14][C:15]3[C:16]([F:25])=[C:17]([C:21]([F:24])=[CH:22][CH:23]=3)[C:18]([NH2:20])=[O:19])=[N:12][C:7]2=[CH:6][CH:5]=1)[CH:2]=[CH2:3]>CO.[Pd]>[F:25][C:16]1[C:15]([O:14][CH2:13][C:11]2[S:10][C:8]3[C:7]([N:12]=2)=[CH:6][CH:5]=[C:4]([CH2:1][CH2:2][CH3:3])[N:9]=3)=[CH:23][CH:22]=[C:21]([F:24])[C:17]=1[C:18]([NH2:20])=[O:19]. Reported procedure: To a solution of 3-(5-Allyl-thiazolo[5,4-b]pyridin-2-ylmethoxy)-2,6-difluoro-benzamide (0.018 g, 0.049 mmol) in 5 ml of anhydrous methanol was added Pd—C (10%, 5 mg) and the reaction mixture was stirred at 25° C. for 12 h under hydrogen atmosphere. The reaction mixture was filtered over the bed of celite and the filtrate was evaporated to dryness under reduced pressure to give the title compound as white solid (0.0078 g, 43%). 1H NMR (DMSO-d6, 400 MHz); δ 0.91 (m, 3H), 1.65 (m, 2H), 2.74 (m, 2H)... The reactants are [BH4-], COC(=O)C1CC2c3cccc4[nH]c(C=O)c(c34)CC2N(C#N)C1, CC#N, [Na+]. The product is COC(=O)C1CC2c3cccc4[nH]c(CO)c(c34)CC2N(C#N)C1. As a reaction SMILES: [BH4-:25].[C:1](#[N:2])[N:3]1[CH2:4][CH:5]([C:21](=[O:22])[O:23][CH3:24])[CH2:6][CH:7]2[c:8]3[cH:9][cH:10][cH:11][c:12]4[nH:13][c:14]([CH:19]=[O:20])[c:15]([c:18]34)[CH2:16][CH:17]12.[CH3:27][C:28]#[N:29].[Na+:26]>>[C:1](#[N:2])[N:3]1[CH2:4][CH:5]([C:21](=[O:22])[O:23][CH3:24])[CH2:6][CH:7]2[c:8]3[cH:9][cH:10][cH:11][c:12]4[nH:13][c:14]([CH2:19][OH:20])[c:15]([c:18]34)[CH2:16][CH:17]12. As a reaction SMILES: [Mg].Br[CH:3]1[CH2:6][CH2:5][CH2:4]1.BrCCBr.Br[C:12]1[C:20]2[C:15](=[N:16][CH:17]=[CH:18][CH:19]=2)[N:14]([S:21]([C:24]2[CH:29]=[CH:28][CH:27]=[CH:26][CH:25]=2)(=[O:23])=[O:22])[CH:13]=1>C1COCC1.CCOCC>[CH:3]1([C:12]2[C:20]3[C:15](=[N:16][CH:17]=[CH:18][CH:19]=3)[N:14]([S:21]([C:24]3[CH:25]=[CH:26][CH:27]=[CH:28][CH:29]=3)(=[O:23])=[O:22])[CH:13]=2)[CH2:6][CH2:5][CH2:4]1. Procedure: A round bottom flask under a nitrogen atmosphere was charged with magnesium turnings (155 mg, 6.38 mmol) and dry ether (5 mL). Bromocyclobutane (340 mg, 2.52 mmol) was added, followed by 1,2-dibromoethane (50 μL) and refluxing was observed after a few minutes of stirring. This mixture was then warmed back to reflux for 5 hours and then allowed to cool to room temperature. The Grignard reagent was then added to a THF solution (5 mL) of 3-bromo-1-(phenylsulfonyl)-1H-pyrrolo[2,3-b]pyridine (250 mg,... Starting materials: Grignard reagent, BrC1=CN(C2=NC=CC=C21)S(=O)(=O)C2=CC=CC=C2 (3-bromo-1-(phenylsulfonyl)-1H-pyrrolo[2,3-b]pyridine), NiCl2(dppf), BrC1CCC1 (Bromocyclobutane), BrCCBr (1,2-dibromoethane), [Mg] (magnesium). The solvent is C1CCOC1 (THF), CCOCC (ether). The product is C1(CCC1)C1=CN(C2=NC=CC=C21)S(=O)(=O)C2=CC=CC=C2 (3-cyclobutyl-1-(phenylsulfonyl)-1H-pyrrolo[2,3-b]pyridine). Isolated yield 19.5%. The reactants are COC(NC=1OC2=C(N1)C(=CC=C2C2CCOCC2)OC)=O ([4-methoxy-7-(tetrahydro-pyran-4-yl)-benzooxazol-2-yl]-carbamic acid methyl ester), [OH-].[Na+] (sodium hydroxide). The solvent is O1CCOCC1 (dioxane), C(CO)O (ethylene glycol). Reaction conditions: temperature 100 celsius. The product is COC1=CC=C(C2=C1N=C(O2)N)C2CCOCC2 (4-methoxy-7-(tetrahydro-pyran-4-yl)-benzooxazol-2-ylamine). The yield is 74.1%. As a reaction SMILES: COC(=O)[NH:4][C:5]1[O:6][C:7]2[C:13]([CH:14]3[CH2:19][CH2:18][O:17][CH2:16][CH2:15]3)=[CH:12][CH:11]=[C:10]([O:20][CH3:21])[C:8]=2[N:9]=1.[OH-].[Na+]>O1CCOCC1.C(O)CO>[CH3:21][O:20][C:10]1[C:8]2[N:9]=[C:5]([NH2:4])[O:6][C:7]=2[C:13]([CH:14]2[CH2:19][CH2:18][O:17][CH2:16][CH2:15]2)=[CH:12][CH:11]=1 |f:1.2|. Procedure: To a stirred solution of 130 g (4.24 mmol) [4-methoxy-7-(tetrahydro-pyran-4-yl)-benzooxazol-2-yl]-carbamic acid methyl ester in 90 ml dioxane and 30 ml ethylene glycol was added 90 ml of a 5 N aq. sodium hydroxide solution, and the mixture was heated at 100° C. for 16 h. After cooling to room temperature, the mixture was poured onto water and extracted four times with ethyl acetate. The combined organic phases were dried over sodium sulphate and concentrated in vacuo. Flash chromatography (dichl... The reactants are COC=1C=C(C=CC1)C=1SC=C(N1)C(=O)OCC (ethyl 2-(3-methoxy-phenyl)thiazole-4-carboxylate), [OH-].[Na+] (NaOH). Solvent: CCO (EtOH). Yields the product COC=1C=C(C=CC1)C=1SC=C(N1)C(=O)O (2-(3-Methoxyphenyl)thiazole-4-carboxylic acid). RXN SMILES: [CH3:1][O:2][C:3]1[CH:4]=[C:5]([C:9]2[S:10][CH:11]=[C:12]([C:14]([O:16]CC)=[O:15])[N:13]=2)[CH:6]=[CH:7][CH:8]=1.[OH-].[Na+]>CCO>[CH3:1][O:2][C:3]1[CH:4]=[C:5]([C:9]2[S:10][CH:11]=[C:12]([C:14]([OH:16])=[O:15])[N:13]=2)[CH:6]=[CH:7][CH:8]=1 |f:1.2|. Procedure details: To a stirred solution of the ethyl 2-(3-methoxy-phenyl)thiazole-4-carboxylate (0.23 g, 0.87 mmol) in EtOH (10 mL) was added 1N NaOH (aq) (5 mL). The resulting mixture was heated to reflux until the starting material was consumed (2 h). The mixture was cooled to RT, acidified with 1N HCl (aq) and concentrated by rotary evaporation. The residue was extracted with CH2Cl2 (3×15 mL). The extracts were combined, dried over MgSO4, filtered and concentrated by rotary evaporation to afford the title comp... Starting materials: C(C=1C(C(=O)NN)=CC=CC1)(=O)NN (phthalhydrazide), P(Br)(Br)(Br)(Br)Br (phosphorus pentabromide), O (water). The solvent is C(Br)(Br)(Br)Br (carbon tetrabromide). The product is BrC1=NNC(C2=CC=CC=C12)=O (1-Bromo-phthalazin-4-one). Reaction SMILES: [C:1]([NH:13][NH2:14])(=O)[C:2]1[C:3](=[CH:8][CH:9]=[CH:10][CH:11]=1)[C:4](NN)=[O:5].P(Br)(Br)(Br)(Br)[Br:16].O>C(Br)(Br)(Br)Br>[Br:16][C:1]1[C:2]2[C:3](=[CH:8][CH:9]=[CH:10][CH:11]=2)[C:4](=[O:5])[NH:14][N:13]=1. Reported procedure: A mixture of phthalhydrazide (3.2 g) and phosphorus pentabromide (19.0 g) was heated with stirring in carbon tetrabromide (50 g) at 125° for 16 hours. The cooled mixture was poured into water (50 cm3) and the product collected by filtration. The solid product was chromatographed on silica (Merck "MK 60.9385" [Trade Mark]) eluting with diethyl ether:dichloromethane, 1:3 by volume. Combination and evaporation of appropriate fractions afforded the title compound, m.p. 268°-271° (1.5 g). Reactants: C1(=CC=CC=C1)P(C1=CC=CC=C1)C1=CC=CC=C1 (Triphenylphosphine), Cl.NC1=C(C=CC=C1)B(O)O (2-aminophenylboronic acid hydrochloride), BrC=1C(=NN(C1C)C)C#N (4-bromo-1,5-dimethyl-1H-pyrazole-3-carbonitrile), Cl.NC1=C(C=CC=C1)B(O)O (2-aminophenylboronic acid hydrochloride), C([O-])([O-])=O.[Na+].[Na+] (sodium carbonate), C([O-])([O-])=O.[Na+].[Na+] (sodium carbonate). The reagents and catalysts are C(C)(=O)[O-].[Pd+2].C(C)(=O)[O-] (palladium (II) acetate), C(C)(=O)[O-].[Pd+2].C(C)(=O)[O-] (Palladium (II) acetate). Run in O (water), O (water), O (water), ClCCl (dichloromethane), C(CC)O (1-propanol), Hexanes. Conditions: temperature 100 celsius. Yields the product CC=1N(N=C2C(=NC=3C=CC=CC3C21)N)C (1,2-dimethyl-2H-pyrazolo[3,4-c]quinolin-4-amine). Isolated yield 20.0%. RXN SMILES: C1(P(C2C=CC=CC=2)C2C=CC=CC=2)C=CC=CC=1.Cl.[NH2:21][C:22]1[CH:27]=[CH:26][CH:25]=[CH:24][C:23]=1B(O)O.Br[C:32]1[C:33]([C:39]#[N:40])=[N:34][N:35]([CH3:38])[C:36]=1[CH3:37].C(=O)([O-])[O-].[Na+].[Na+]>C([O-])(=O)C.[Pd+2].C([O-])(=O)C.O.ClCCl.C(O)CC>[CH3:37][C:36]1[N:35]([CH3:38])[N:34]=[C:33]2[C:32]=1[C:23]1[CH:24]=[CH:25][CH:26]=[CH:27][C:22]=1[N:21]=[C:39]2[NH2:40] |f:1.2,4.5.6,7.8.9|. Procedure details: Triphenylphosphine (0.10 g, 0.45 mmol), 2-aminophenylboronic acid hydrochloride (3.89 g, 22.0 mmol), and 4-bromo-1,5-dimethyl-1H-pyrazole-3-carbonitrile (prepared as described in Parts A-C of Example 5, 3.00 g, 15.0 mmol) were placed in a flask. After 1-propanol was added (22 mL), the flask was placed under vacuum and back-filled with nitrogen three times. Palladium (II) acetate (30 mg, 0.15 mmol) was added, followed by aqueous sodium carbonate (22.5 mL of 2 M) and water (4.4 mL). The reaction w... Starting materials: BrC=1C(=NC(=NC1)N)C (5-bromo-4-methyl-pyrimidin-2-ylamine), COC1=CC=C(CCl)C=C1 (4-methoxybenzyl chloride), [H-].[Na+] (sodium hydride), B(OC(C)C)(OC(C)C)OC(C)C (boric acid triisopropyl), C1CCOC1.C1(=CC=CC=C1)C (THF toluene). The solvent is CN(C)C=O (DMF). Product: BrC=1C(=NC(=NC1)N(CC1=CC=C(C=C1)OC)CC1=CC=C(C=C1)OC)C ((5-bromo-4-methyl-pyrimidin-2-yl)-bis-(4-methoxy-benzyl)-amine). Reaction SMILES: [Br:1][C:2]1[C:3]([CH3:9])=[N:4][C:5]([NH2:8])=[N:6][CH:7]=1.[CH3:10][O:11][C:12]1[CH:19]=[CH:18][C:15]([CH2:16]Cl)=[CH:14][CH:13]=1.[H-].[Na+].B(OC(C)C)(OC(C)C)OC(C)C.[CH2:35]1[CH2:39][O:38][CH2:37][CH2:36]1.[C:40]1(C)[CH:45]=CC=[CH:42][CH:41]=1>CN(C=O)C>[Br:1][C:2]1[C:3]([CH3:9])=[N:4][C:5]([N:8]([CH2:42][C:41]2[CH:36]=[CH:35][C:39]([O:38][CH3:37])=[CH:45][CH:40]=2)[CH2:16][C:15]2[CH:18]=[CH:19][C:12]([O:11][CH3:10])=[CH:13][CH:14]=2)=[N:6][CH:7]=1 |f:2.3,5.6|. Procedure: To a solution of (5-bromo-4-methyl-pyrimidin-2-yl)-bis-(4-methoxy-benzyl)-amine (1.28 g) obtained through the reaction of 5-bromo-4-methyl-pyrimidin-2-ylamine and 4-methoxybenzyl chloride in DMF in the presence of 60% oily sodium hydride, and boric acid triisopropyl (1.94 ml) in THF/toluene (4.2 ml/17 ml), at −78° C., n-butyl lithium-hexane solution (1.6 M, 4.5 ml) was added dropwise, followed by stirring at −78° C. for 1 hour. To the reaction mixture, water (10 ml) was added, and a colorless pr...